From a dataset of the Open Reaction Database (ORD), a public repository of structured organic reaction records. describe an organic reaction: reactants, conditions, products, and yield Reactants: BrB(Br)Br, C=CCC1(c2ccc(F)cc2)CCN(C(C)c2ccc(OC)cc2)C(=O)O1, ClCCl. The product is C=CCC1(c2ccc(F)cc2)CCN(C(C)c2ccc(O)cc2)C(=O)O1. RXN SMILES: [B:28]([Br:29])([Br:30])[Br:31].[CH2:1]([CH:2]=[CH2:3])[C:4]1([c:21]2[cH:22][cH:23][c:24]([F:27])[cH:25][cH:26]2)[CH2:5][CH2:6][N:7]([CH:11]([CH3:12])[c:13]2[cH:14][cH:15][c:16]([O:19][CH3:20])[cH:17][cH:18]2)[C:8](=[O:10])[O:9]1.[Cl:32][CH2:33][Cl:34]>>[CH2:1]([CH:2]=[CH2:3])[C:4]1([c:21]2[cH:22][cH:23][c:24]([F:27])[cH:25][cH:26]2)[CH2:5][CH2:6][N:7]([CH:11]([CH3:12])[c:13]2[cH:14][cH:15][c:16]([OH:19])[cH:17][cH:18]2)[C:8](=[O:10])[O:9]1. Starting materials: solution, OO (hydrogen peroxide), CSCOC(C(C)OC1=CC=C(C=C1)OC1=CC=C(C=C1)C(F)(F)F)=O (2-[p-[(α,α,α-trifluoro-p-tolyl)oxy]phenoxy]-propionic acid [(methylthio)methyl]ester), CC(=O)C.O (acetone water). Reagents/catalysts: [NH4+].[NH4+].[O-][Mo](=O)(=O)[O-] (ammonium molybdate). Run at time 2 hour. Yields the product CS(=O)(=O)COC(C(C)OC1=CC=C(C=C1)OC1=CC=C(C=C1)C(F)(F)F)=O (2-[p-[(α,α,α-trifluoro-p-tolyl)oxy]phenoxy]-propionic acid [(methylsulphonyl)methyl]ester). As a reaction SMILES: [CH3:1][S:2][CH2:3][O:4][C:5](=[O:26])[CH:6]([O:8][C:9]1[CH:14]=[CH:13][C:12]([O:15][C:16]2[CH:21]=[CH:20][C:19]([C:22]([F:25])([F:24])[F:23])=[CH:18][CH:17]=2)=[CH:11][CH:10]=1)[CH3:7].OO.CC(C)=[O:31].[OH2:33]>[NH4+].[NH4+].[O-][Mo]([O-])(=O)=O>[CH3:1][S:2]([CH2:3][O:4][C:5](=[O:26])[CH:6]([O:8][C:9]1[CH:10]=[CH:11][C:12]([O:15][C:16]2[CH:21]=[CH:20][C:19]([C:22]([F:25])([F:23])[F:24])=[CH:18][CH:17]=2)=[CH:13][CH:14]=1)[CH3:7])(=[O:31])=[O:33] |f:2.3,4.5.6|. Reported procedure: 40 g (0.096 mol) of 2-[p-[(α,α,α-trifluoro-p-tolyl)oxy]phenoxy]-propionic acid [(methylthio)methyl]ester are dissolved in 120 ml of acetone/water (5:1) and treated slowly with 192 ml of a 30% solution of hydrogen peroxide. 96 ml of ammonium molybdate solution (35.2 g of ammonium molybdate in 96 ml of water) are added dropwise to the mixture which is cooled with an ice-bath. The mixture is stirred at room temperature for 2 hours. It is then extracted several times with ether, the ether extract is...